Dataset: the Open Reaction Database (ORD), a public repository of structured organic reaction records. Task: describe an organic reaction: reactants, conditions, products, and yield Run in C(C)O (ethanol). The reactants are [OH-].[K+] (potassium hydroxide), C=C1COC2=C(C=C1)C=C(C=C2)C(=O)OC (methyl 3-methylene-2,3-dihydro-1-benzoxepin-7-carboxylate), Cl (hydrochloric acid). Procedure details: 1.2 g of potassium hydroxide pellets are added to 4 g (18.5 mmol) of methyl 3-methylene-2,3-dihydro-1-benzoxepin-7-carboxylate, prepared according to example 35, in solution in 20 ml of 80% aqueous ethanol. The medium is brought to reflux for 4 hours and then, after cooling, is treated with 1N hydrochloric acid until precipitation. The solid is filtered off and dried to give 3.3 g (88%) of 3-methylene-2,3-dihydro-1-benzoxepin-7-carboxylic acid in the form of a white solid; M.p.=188° C. Yield: 88.2%. As a reaction SMILES: [OH-].[K+].[CH2:3]=[C:4]1[CH:10]=[CH:9][C:8]2[CH:11]=[C:12]([C:15]([O:17]C)=[O:16])[CH:13]=[CH:14][C:7]=2[O:6][CH2:5]1.Cl>C(O)C>[CH2:3]=[C:4]1[CH:10]=[CH:9][C:8]2[CH:11]=[C:12]([C:15]([OH:17])=[O:16])[CH:13]=[CH:14][C:7]=2[O:6][CH2:5]1 |f:0.1|. Yields the product C=C1COC2=C(C=C1)C=C(C=C2)C(=O)O (3-methylene-2,3-dihydro-1-benzoxepin-7-carboxylic acid). The reactants are [BH4-], CCO, C[Si](C)(C)CCOCn1cc2cc(Cl)cc(C=O)c2n1, [Na+]. Yields the product C[Si](C)(C)CCOCn1cc2cc(Cl)cc(CO)c2n1. RXN SMILES: [BH4-:21].[CH3:23][CH2:24][OH:25].[Cl:1][c:2]1[cH:3][c:4]2[cH:5][n:6]([CH2:13][O:14][CH2:15][CH2:16][Si:17]([CH3:18])([CH3:19])[CH3:20])[n:7][c:8]2[c:9]([CH:11]=[O:12])[cH:10]1.[Na+:22]>>[Cl:1][c:2]1[cH:3][c:4]2[cH:5][n:6]([CH2:13][O:14][CH2:15][CH2:16][Si:17]([CH3:18])([CH3:19])[CH3:20])[n:7][c:8]2[c:9]([CH2:11][OH:12])[cH:10]1. Starting materials: O=C([O-])[O-], C1CCOC1, COc1ccc(N)cn1, Nc1ccc(-c2cc(Cl)nc(N3CCOCC3)n2)cn1, [Cs+], [Cs+], CC(=O)[O-], CC(=O)[O-], [Pd+2], c1ccc(P(c2ccccc2)c2ccc3ccccc3c2-c2c(P(c3ccccc3)c3ccccc3)ccc3ccccc23)cc1. The product is COc1ccc(Nc2cc(-c3ccc(N)nc3)nc(N3CCOCC3)n2)cn1. Reaction SMILES: [C:47](=[O:48])([O-:49])[O-:50].[CH2:91]1[O:92][CH2:93][CH2:94][CH2:95]1.[CH3:73][O:74][c:75]1[cH:76][cH:77][c:78]([NH2:81])[cH:79][n:80]1.[Cl:53][c:54]1[cH:55][c:56](-[c:66]2[cH:67][cH:68][c:69]([NH2:72])[n:70][cH:71]2)[n:57][c:58]([N:60]2[CH2:61][CH2:62][O:63][CH2:64][CH2:65]2)[n:59]1.[Cs+:51].[Cs+:52].[O-:83][C:84]([CH3:85])=[O:86].[O-:87][C:88]([CH3:89])=[O:90].[Pd+2:82].[cH:1]1[cH:2][cH:3][c:4]([P:5]([c:6]2[cH:7][cH:8][c:9]3[c:10]([cH:11][cH:12][cH:13][cH:14]3)[c:15]2-[c:16]2[c:17]3[c:18]([cH:19][cH:20][cH:21][cH:22]3)[cH:23][cH:24][c:25]2[P:26]([c:27]2[cH:28][cH:29][cH:30][cH:31][cH:32]2)[c:33]2[cH:34][cH:35][cH:36][cH:37][cH:38]2)[c:39]2[cH:40][cH:41][cH:42][cH:43][cH:44]2)[cH:45][cH:46]1>>[c:54]1([NH:81][c:78]2[cH:77][cH:76][c:75]([O:74][CH3:73])[n:80][cH:79]2)[cH:55][c:56](-[c:66]2[cH:67][cH:68][c:69]([NH2:72])[n:70][cH:71]2)[n:57][c:58]([N:60]2[CH2:61][CH2:62][O:63][CH2:64][CH2:65]2)[n:59]1. Starting materials: COC(=O)[C@H](C)NC(C1=CC=C(C=C1)N1C[C@H](CC1)N[C@H](C)C1=CC=CC2=CC=CC=C12)=O (N—[(S)-1-methoxycarbonylethyl]-4-[(S)-3-[(R)-1-(naphthalen-1-yl)ethylamino]pyrrolidin-1-yl]benzamide), [BH4-].[Li+] (lithium borohydride), [Cl-].[NH4+] (ammonium chloride), C(Cl)(Cl)Cl (chloroform). The solvent is C1CCOC1 (THF). Reaction conditions: time 1 day. The product is OC[C@H](C)NC(C1=CC=C(C=C1)N1C[C@H](CC1)N[C@H](C)C1=CC=CC2=CC=CC=C12)=O (N—[(S)-1-hydroxypropan-2-yl]-4-[(S)-3-[(R)-1-(naphthalen-1-yl)ethylamino]pyrrolidin-1-yl]benzamide). The yield is 49.2%. Reaction SMILES: C[O:2][C:3]([C@@H:5]([NH:7][C:8](=[O:33])[C:9]1[CH:14]=[CH:13][C:12]([N:15]2[CH2:19][CH2:18][C@H:17]([NH:20][C@@H:21]([C:23]3[C:32]4[C:27](=[CH:28][CH:29]=[CH:30][CH:31]=4)[CH:26]=[CH:25][CH:24]=3)[CH3:22])[CH2:16]2)=[CH:11][CH:10]=1)[CH3:6])=O.[BH4-].[Li+].[Cl-].[NH4+].C(Cl)(Cl)Cl>C1COCC1>[OH:2][CH2:3][C@@H:5]([NH:7][C:8](=[O:33])[C:9]1[CH:10]=[CH:11][C:12]([N:15]2[CH2:19][CH2:18][C@H:17]([NH:20][C@@H:21]([C:23]3[C:32]4[C:27](=[CH:28][CH:29]=[CH:30][CH:31]=4)[CH:26]=[CH:25][CH:24]=3)[CH3:22])[CH2:16]2)=[CH:13][CH:14]=1)[CH3:6] |f:1.2,3.4|. Reported procedure: In 1 ml of THF was dissolved 31.9 mg of N—[(S)-1-methoxycarbonylethyl]-4-[(S)-3-[(R)-1-(naphthalen-1-yl)ethylamino]pyrrolidin-1-yl]benzamide, 3.0 mg of lithium borohydride was added thereto, and the mixture was stirred at room temperature for 1 day. To the reaction mixture was added a saturated aqueous ammonium chloride solution, and chloroform was added to the mixture and the mixture was stirred and then the liquids were separated. The organic layer was dried and evaporated, and then, the resid... Reactants: [O-2].[O-2].[O-2].[Bi] (bismuth trioxide), [Mo](=O)(=O)=O (molybdenum trioxide). Solvent: O (water), [N+](=O)(O)[O-] (nitric acid), O (water), [OH-].[NH4+] (ammonium hydroxide), [OH-].[NH4+] (ammonium hydroxide). Reaction conditions: temperature 100 celsius. Product: [O-2].[O-2].[O-2].[O-2].[O-2].[O-2].[O-2].[O-2].[O-2].[Mo].[Mo].[Bi+3].[Bi+3] (Bismuth Molybdate). Reaction SMILES: [Mo:1](=O)(=O)=[O:2].[O-2:5].[O-2].[O-2].[Bi:8]>O.[OH-].[NH4+].[N+]([O-])(O)=O>[O-2:2].[O-2:5].[O-2:2].[O-2:2].[O-2:2].[O-2:2].[O-2:2].[O-2:2].[O-2:2].[Mo:1].[Mo:1].[Bi+3:8].[Bi+3:8] |f:1.2.3.4,6.7,9.10.11.12.13.14.15.16.17.18.19.20.21|. Reported procedure: 171 grams of molybdenum trioxide (MoO3) were dissolved in a mixture of 433 ml of water and 215 ml of 57% ammonium hydroxide, added to a solution of 251.7 grams of bismuth trioxide (Bi2O3) in 833 ml of water and 367 ml of 70% nitric acid with stirring. The pH of the resulting mixtures were adjusted to between 1 and 6.5 using ammonium hydroxide and heated for approximately 2 hours at 100° C. The bismuth molybdate precipitate was filtered and washed with approximately 500 ml of water. Starting materials: CN(C)C=O, [Cl-], COc1ccc2c(C(Cl)C3CCCCC3)c(C)oc2c1, [I-], CCOC(=O)CCN(C)C(=O)c1ccc(N)cc1, [NH4+], [Na+], [Na+], [Na+], O=C([O-])[O-]. Yields the product CCOC(=O)CCN(C)C(=O)c1ccc(NC(c2c(C)oc3cc(OC)ccc23)C2CCCCC2)cc1. Reaction SMILES: [CH3:49][N:50]([CH3:51])[CH:52]=[O:53].[Cl-:47].[Cl:1][CH:2]([c:3]1[c:4]([CH3:14])[o:5][c:6]2[c:7]1[cH:8][cH:9][c:10]([O:12][CH3:13])[cH:11]2)[CH:15]1[CH2:16][CH2:17][CH2:18][CH2:19][CH2:20]1.[I-:40].[NH2:21][c:22]1[cH:23][cH:24][c:25]([C:28](=[O:29])[N:30]([CH2:31][CH2:32][C:33](=[O:34])[O:35][CH2:36][CH3:37])[CH3:38])[cH:26][cH:27]1.[NH4+:48].[Na+:39].[Na+:41].[Na+:42].[O-:43][C:44](=[O:45])[O-:46]>>[CH:2]([c:3]1[c:4]([CH3:14])[o:5][c:6]2[c:7]1[cH:8][cH:9][c:10]([O:12][CH3:13])[cH:11]2)([CH:15]1[CH2:16][CH2:17][CH2:18][CH2:19][CH2:20]1)[NH:21][c:22]1[cH:23][cH:24][c:25]([C:28](=[O:29])[N:30]([CH2:31][CH2:32][C:33](=[O:34])[O:35][CH2:36][CH3:37])[CH3:38])[cH:26][cH:27]1. The product is O=C(O)c1ccc2c(c1)cc(C(=O)N1CCOCC1)n2CC(F)(F)F. Reaction SMILES: [CH2:1]([CH3:2])[O:3][C:4](=[O:5])[c:6]1[cH:7][c:8]2[cH:9][c:10]([C:20](=[O:21])[N:22]3[CH2:23][CH2:24][O:25][CH2:26][CH2:27]3)[n:11]([CH2:15][C:16]([F:17])([F:18])[F:19])[c:12]2[cH:13][cH:14]1.[CH3:36][OH:37].[Li+:30].[O:31]1[CH2:32][CH2:33][CH2:34][CH2:35]1.[OH-:29].[OH2:28].[OH2:38]>>[O:3]=[C:4]([OH:5])[c:6]1[cH:7][c:8]2[cH:9][c:10]([C:20](=[O:21])[N:22]3[CH2:23][CH2:24][O:25][CH2:26][CH2:27]3)[n:11]([CH2:15][C:16]([F:17])([F:18])[F:19])[c:12]2[cH:13][cH:14]1. Reactants: CCOC(=O)c1ccc2c(c1)cc(C(=O)N1CCOCC1)n2CC(F)(F)F, CO, [Li+], C1CCOC1, [OH-], O, O. Reactants: C(C)(=O)C1=C(C=C(C(=C1)[N+](=O)[O-])NC(=O)C(=O)OCC)C#N (1-acetyl-2-cyano-4-ethoxalylamino-5-nitrobenzene). The reagents and catalysts are [Pt] (platinum on carbon). Solvent: CN(C=O)C (N,N-dimethylformamide). Yields the product C(C)(=O)C1=C(C=C2NC(C(N(C2=C1)O)=O)=O)C#N (7-Acetyl-6 -cyano-1-hydroxyquinoxaline-2,3(1H,4H)-dione). As a reaction SMILES: [C:1]([C:4]1[CH:9]=[C:8]([N+:10]([O-])=[O:11])[C:7]([NH:13][C:14]([C:16](OCC)=[O:17])=[O:15])=[CH:6][C:5]=1[C:21]#[N:22])(=[O:3])[CH3:2]>CN(C)C=O.[Pt]>[C:1]([C:4]1[CH:9]=[C:8]2[C:7]([NH:13][C:14](=[O:15])[C:16](=[O:17])[N:10]2[OH:11])=[CH:6][C:5]=1[C:21]#[N:22])(=[O:3])[CH3:2]. Procedure details: A solution of 1-acetyl-2-cyano-4-ethoxalylamino-5-nitrobenzene (0.31 g, 1 mmol) in 10 ml of N,N-dimethylformamide was hydrogenated at atmospheric pressure and room temperature for 1 h in the presence of 30 mg of 5% platinum on carbon. The catalyst was filtered off, and the filtrate was evaporated to dryness. The pure product was obtained after recrystallization from water with decolourising charcoal. Yield 0.12 g (49%). M.p. 340.8° C. decomp. (DSC); IR (KBr): 2238 (CN), 1692 cm-1 ; 1H-NMR (DMSO-... Starting materials: Fc1cccc(Br)c1Cl, Cc1cc2c(s1)CN(C)CCC2O. Product: Cc1cc2c(s1)CN(C)CCC2Oc1cccc(Br)c1Cl. Reaction SMILES: [Br:14][c:15]1[c:16]([Cl:22])[c:17]([F:21])[cH:18][cH:19][cH:20]1.[CH3:1][c:2]1[cH:3][c:4]2[c:5]([s:13]1)[CH2:6][N:7]([CH3:12])[CH2:8][CH2:9][CH:10]2[OH:11]>>[CH3:1][c:2]1[cH:3][c:4]2[c:5]([s:13]1)[CH2:6][N:7]([CH3:12])[CH2:8][CH2:9][CH:10]2[O:11][c:17]1[c:16]([Cl:22])[c:15]([Br:14])[cH:20][cH:19][cH:18]1.